From a dataset of the Open Reaction Database (ORD), a public repository of structured organic reaction records. describe an organic reaction: reactants, conditions, products, and yield Reactants: CC=1C=C2C(=NC1)NC=C2 (5-methyl-1H-pyrrolo[2,3-b]pyridine), [Cl-].[Cl-].[Cl-].[Al+3] (aluminum trichloride), [N+](=O)([O-])C (nitromethane), FC1=C(C(=O)Cl)C(=CC=C1[N+](=O)[O-])F (2,6-difluoro-3-nitro-benzoyl chloride). The solvent is C(C)(=O)OCC (ethyl acetate), O (water), Cl (hydrochloric acid), CO (methanol). Reaction conditions: time 3 day. Yields the product FC1=C(C(=CC=C1[N+](=O)[O-])F)C(=O)C1=CNC2=NC=C(C=C21)C ((2,6-difluoro-3-nitro-phenyl)-(5-methyl-1H-pyrrolo[2,3-b]pyridin-3-yl)-methanone). Isolated yield 60.0%. RXN SMILES: [CH3:1][C:2]1[CH:3]=[C:4]2[CH:10]=[CH:9][NH:8][C:5]2=[N:6][CH:7]=1.[Cl-].[Cl-].[Cl-].[Al+3].[N+](C)([O-])=O.[F:19][C:20]1[C:28]([N+:29]([O-:31])=[O:30])=[CH:27][CH:26]=[C:25]([F:32])[C:21]=1[C:22](Cl)=[O:23]>C(OCC)(=O)C.O.Cl.CO>[F:19][C:20]1[C:28]([N+:29]([O-:31])=[O:30])=[CH:27][CH:26]=[C:25]([F:32])[C:21]=1[C:22]([C:10]1[C:4]2[C:5](=[N:6][CH:7]=[C:2]([CH3:1])[CH:3]=2)[NH:8][CH:9]=1)=[O:23] |f:1.2.3.4|. Procedure details: To 5-methyl-1H-pyrrolo[2,3-b]pyridine (15, 2.00 g, 15.1 mmol) and aluminum trichloride (11.6 g, 87.2 mmol), nitromethane (63.1 mL, 1.16 mol) was added, followed by the addition of 2,6-difluoro-3-nitro-benzoyl chloride (14, 3.22 g, 14.5 mmol). The reaction was placed in an oil bath at 45° C. and stirred for 3 days, then cooled to room temperature and 30 mL of methanol was added. The reaction was then diluted with 200 mL of ethyl acetate and 100 mL each of water and 1N hydrochloric acid, resulting... Reactants: [N+](=O)([O-])C1=CC=C(OCC(=O)NN)C=C1 (2-(4-nitrophenoxy)acetohydrazide), CS(=O)(=O)O (methanesulfonic acid), C(OCC)(OCC)OCC (triethyl orthoformate), O1CCCC1 (tetrahydrofuran). The solvent is O (Water). Product: [N+](=O)([O-])C1=CC=C(OCC=2OC=NN2)C=C1 (2-[(4-nitrophenoxy)methyl]-1,3,4-oxadiazole). Yield: 343.3%. As a reaction SMILES: [N+:1]([C:4]1[CH:15]=[CH:14][C:7]([O:8][CH2:9][C:10]([NH:12][NH2:13])=[O:11])=[CH:6][CH:5]=1)([O-:3])=[O:2].[CH3:16]S(O)(=O)=O.C(OCC)(OCC)OCC.O1CCCC1>O>[N+:1]([C:4]1[CH:15]=[CH:14][C:7]([O:8][CH2:9][C:10]2[O:11][CH:16]=[N:13][N:12]=2)=[CH:6][CH:5]=1)([O-:3])=[O:2]. Procedure: A mixture of 2-(4-nitrophenoxy)acetohydrazide (1.10 g), methanesulfonic acid (0.10 g), triethyl orthoformate (2.31 g) and tetrahydrofuran (50 mL) was heated under reflux for 1 hr. Water was added to the reaction mixture, and the mixture was extracted with ethyl acetate. The organic layer was washed successively with saturated aqueous sodium hydrogen carbonate and saturated brine, dried over anhydrous magnesium sulfate and concentrated. The residue was subjected to silica gel column chromatograph... The reactants are O=C1CCC(=O)N1Br, O=C(OOC(=O)c1ccccc1)c1ccccc1, ClC(Cl)(Cl)Cl, Cc1ccc(C(=O)c2ccc([N+](=O)[O-])cc2)cc1. Yields the product O=C(c1ccc(CBr)cc1)c1ccc([N+](=O)[O-])cc1. RXN SMILES: [Br:37][N:38]1[C:39](=[O:40])[CH2:41][CH2:42][C:43]1=[O:44].[C:1]([O:2][O:3][C:4](=[O:5])[c:6]1[cH:7][cH:8][cH:9][cH:10][cH:11]1)(=[O:12])[c:13]1[cH:14][cH:15][cH:16][cH:17][cH:18]1.[C:45]([Cl:46])([Cl:47])([Cl:48])[Cl:49].[CH3:19][c:20]1[cH:21][cH:22][c:23]([C:24](=[O:25])[c:26]2[cH:27][cH:28][c:29]([N+:32](=[O:33])[O-:34])[cH:30][cH:31]2)[cH:35][cH:36]1>>[CH2:19]([c:20]1[cH:21][cH:22][c:23]([C:24](=[O:25])[c:26]2[cH:27][cH:28][c:29]([N+:32](=[O:33])[O-:34])[cH:30][cH:31]2)[cH:35][cH:36]1)[Br:37]. The reactants are CCO, O=C(OCc1ccccc1)C1CCCN1S(=O)(=O)c1ccc(F)cc1. Yields the product O=C(O)C1CCCN1S(=O)(=O)c1ccc(F)cc1. Reaction SMILES: [CH3:26][CH2:27][OH:28].[F:1][c:2]1[cH:3][cH:4][c:5]([S:8](=[O:9])(=[O:10])[N:11]2[CH:12]([C:16](=[O:17])[O:18][CH2:19][c:20]3[cH:21][cH:22][cH:23][cH:24][cH:25]3)[CH2:13][CH2:14][CH2:15]2)[cH:6][cH:7]1>>[F:1][c:2]1[cH:3][cH:4][c:5]([S:8](=[O:9])(=[O:10])[N:11]2[CH:12]([C:16](=[O:17])[OH:18])[CH2:13][CH2:14][CH2:15]2)[cH:6][cH:7]1.